From a dataset of the Open Reaction Database (ORD), a public repository of structured organic reaction records. describe an organic reaction: reactants, conditions, products, and yield Reactants: C(C)OC(CS(=O)(=O)C1=CC=C(C=C1)OC1=CC=C(C=C1)Cl)=O ([4-(4-chloro-phenoxy)-benzenesulfonyl]-acetic acid ethyl ester), ClCCN(CC1=CC=CC=C1)CCCl (bis-(2-chloro-ethyl)-benzyl amine). The product is C(C)OC(=O)C1(CCN(CC1)CC1=CC=CC=C1)S(=O)(=O)C1=CC=C(C=C1)OC1=CC=C(C=C1)Cl (1-Benzyl-4-[4-(4-chloro-phenoxy)-benzenesulfonyl]-piperidine-4-carboxylic acid ethyl ester). Reaction SMILES: [CH2:1]([O:3][C:4](=[O:23])[CH2:5][S:6]([C:9]1[CH:14]=[CH:13][C:12]([O:15][C:16]2[CH:21]=[CH:20][C:19]([Cl:22])=[CH:18][CH:17]=2)=[CH:11][CH:10]=1)(=[O:8])=[O:7])[CH3:2].Cl[CH2:25][CH2:26][N:27]([CH2:35][CH2:36]Cl)[CH2:28][C:29]1[CH:34]=[CH:33][CH:32]=[CH:31][CH:30]=1>>[CH2:1]([O:3][C:4]([C:5]1([S:6]([C:9]2[CH:10]=[CH:11][C:12]([O:15][C:16]3[CH:21]=[CH:20][C:19]([Cl:22])=[CH:18][CH:17]=3)=[CH:13][CH:14]=2)(=[O:8])=[O:7])[CH2:25][CH2:26][N:27]([CH2:28][C:29]2[CH:34]=[CH:33][CH:32]=[CH:31][CH:30]=2)[CH2:35][CH2:36]1)=[O:23])[CH3:2]. Reported procedure: 1-Benzyl-4-[4-(4-chloro-phenoxy)-benzenesulfonyl]-piperidine-4-carboxylic acid ethyl ester was prepared according to the general method outlined in example 83 starting from [4-(4-chloro-phenoxy)-benzenesulfonyl]-acetic acid ethyl ester (6 g, 16.9 mmol) and bis-(2-chloro-ethyl)-benzyl amine (6.44 g, 24 mmol). Yield 2.21 g (25%); yellow oil; MS: 513.9 (M+H)+ Reactants: C(CCC)OC(=O)C=1N=CC2=CC(=CC=C2C1O)SC1=CC=CC=C1 (4-hydroxy-7-phenylsulfanyl-isoquinoline-3-carboxylic acid butyl ester), N[C@H](C)C(=O)O (D-alanine). Yields the product OC1=C(N=CC2=CC(=CC=C12)SC1=CC=CC=C1)C(=O)N[C@@H](C(=O)O)C (2-(R)-[(4-Hydroxy-7-phenylsulfanyl-isoquinoline-3-carbonyl)-amino]-propionic acid). RXN SMILES: C(O[C:6]([C:8]1[N:9]=[CH:10][C:11]2[C:16]([C:17]=1[OH:18])=[CH:15][CH:14]=[C:13]([S:19][C:20]1[CH:25]=[CH:24][CH:23]=[CH:22][CH:21]=1)[CH:12]=2)=[O:7])CCC.[NH2:26][C@@H:27]([C:29]([OH:31])=[O:30])[CH3:28]>>[OH:18][C:17]1[C:16]2[C:11](=[CH:12][C:13]([S:19][C:20]3[CH:21]=[CH:22][CH:23]=[CH:24][CH:25]=3)=[CH:14][CH:15]=2)[CH:10]=[N:9][C:8]=1[C:6]([NH:26][C@H:27]([CH3:28])[C:29]([OH:31])=[O:30])=[O:7]. Reported procedure: Prepared in analogy to Example A-63 g) by reacting 4-hydroxy-7-phenylsulfanyl-isoquinoline-3-carboxylic acid butyl ester with D-alanine. MS-(−)-ion: M−1=367.1. Starting materials: N(=O)[O-].[Na+] (sodium nitrite), NC=1C(=NC=CC1)CO (3-amino-2-hydroxymethylpyridine), Cl (hydrochloric acid), cuprous chloride, Cl (hydrochloric acid). Run in O (water), S (hydrogen sulphide), O (water), O (water). Yields the product ClC=1C(=NC=CC1)CO (3-chloro-2-hydroxymethylpyridine). RXN SMILES: N([O-])=O.[Na+].N[C:6]1[C:7]([CH2:12][OH:13])=[N:8][CH:9]=[CH:10][CH:11]=1.[ClH:14]>O.S>[Cl:14][C:6]1[C:7]([CH2:12][OH:13])=[N:8][CH:9]=[CH:10][CH:11]=1 |f:0.1|. Procedure details: A solution of sodium nitrite (2.38 g) in water (10 ml) was added dropwise to a mixture of 3-amino-2-hydroxymethylpyridine (4.8 g), aqueous hydrochloric acid (48%, 10 ml) and water (5 ml) stirred at 0°-5°. This solution was added to a hot solution of cuprous chloride (2.5 g) in conc. hydrochloric acid and the mixture was heated on a steam-bath for 0.5 hours, diluted with water and saturated with hydrogen sulphide. The mixture was filtered, concentrated and extracted with chloroform and the chloro... Product: CCOc1cc([N+](=O)[O-])ccc1OC. Reactants: O=C([O-])[O-], COc1ccc([N+](=O)[O-])cc1O, CC(C)=O, CCI, [K+], [K+]. As a reaction SMILES: [C:16](=[O:17])([O-:18])[O-:19].[CH3:1][O:2][c:3]1[c:4]([OH:12])[cH:5][c:6]([N+:9](=[O:10])[O-:11])[cH:7][cH:8]1.[CH3:22][C:23](=[O:24])[CH3:25].[I:13][CH2:14][CH3:15].[K+:20].[K+:21]>>[CH3:1][O:2][c:3]1[c:4]([O:12][CH2:14][CH3:15])[cH:5][c:6]([N+:9](=[O:10])[O-:11])[cH:7][cH:8]1. Reactants: CC1=C(N=C2N1C=CC(=C2)C)C2=CC(=C(C=C2)O)[N+](=O)[O-] (3,7-dimethyl-2-(4-hydroxy-3-nitrophenyl)imidazo[1,2-a]pyridine), [H][H] (hydrogen). The reagents and catalysts are [C].[Pd] (palladium-carbon). Solvent: C(C)O (ethanol), O1CCCC1 (tetrahydrofuran). Product: CC1=C(N=C2N1C=CC(=C2)C)C2=CC(=C(C=C2)O)N (3,7-dimethyl-2-(3-amino-4-hydro-xyphenyl)imidazo[1,2-a]pyridine). The yield is 53.8%. RXN SMILES: [CH3:1][C:2]1[N:6]2[CH:7]=[CH:8][C:9]([CH3:11])=[CH:10][C:5]2=[N:4][C:3]=1[C:12]1[CH:17]=[CH:16][C:15]([OH:18])=[C:14]([N+:19]([O-])=O)[CH:13]=1.[H][H]>C(O)C.O1CCCC1.[C].[Pd]>[CH3:1][C:2]1[N:6]2[CH:7]=[CH:8][C:9]([CH3:11])=[CH:10][C:5]2=[N:4][C:3]=1[C:12]1[CH:17]=[CH:16][C:15]([OH:18])=[C:14]([NH2:19])[CH:13]=1 |f:4.5|. Procedure details: A solution of 3,7-dimethyl-2-(4-hydroxy-3-nitrophenyl)imidazo[1,2-a]pyridine (2.6 g) in a mixture of ethanol (200 ml) and tetrahydrofuran (100 ml) was hydrogenated over 10% palladium-carbon (wet. 2.0 g) under an atomospheric pressure of hydrogen at ambient temperature for 3 hours. The catalyst was filtered off and the filtrate was evaporated in vacuo. The residue was recrystallized from a mixture of ethyl acetate and tetrahydrofuran to give 3,7-dimethyl-2-(3-amino-4-hydro-xyphenyl)imidazo[1,2-a]... Starting materials: CC(C)(C)OC(=O)NCCCCN, Cc1ccccc1, O=C1C=CC(=O)O1. Reaction SMILES: [C:1](=[O:2])([O:3][C:4]([CH3:5])([CH3:6])[CH3:7])[NH:8][CH2:9][CH2:10][CH2:11][CH2:12][NH2:13].[CH3:21][c:22]1[cH:23][cH:24][cH:25][cH:26][cH:27]1.[O:14]=[C:15]1[O:16][C:17](=[O:18])[CH:19]=[CH:20]1>>[C:1](=[O:2])([O:3][C:4]([CH3:5])([CH3:6])[CH3:7])[NH:8][CH2:9][CH2:10][CH2:11][CH2:12][N:13]1[C:15](=[O:14])[CH:20]=[CH:19][C:17]1=[O:16]. The product is CC(C)(C)OC(=O)NCCCCN1C(=O)C=CC1=O.